Dataset: the Open Reaction Database (ORD), a public repository of structured organic reaction records. Task: describe an organic reaction: reactants, conditions, products, and yield Reactants: CC1CCCCN1CCCN (1-(3-aminopropyl)-2-pipecoline), O=C1C=2N=CN(C2N=CN1)CCC(=O)OCC (3-(1,6-dihydro-6-oxo-9H-purin-9-yl)propionic acid, ethyl ester). The solvent is C(C)#N (acetonitrile). Run at temperature 120 celsius, time 25 minute. Yields the product O=C1C=2N=CN(C2N=CN1)CCC(=O)NCCCN1C(CCCC1)C (3-(1,6-dihydro-6-oxo-9H-purin-9-yl)-N-[3-(2-methylpiperidin-1-yl)propyl]propanamide). As a reaction SMILES: [CH3:1][CH:2]1[N:7]([CH2:8][CH2:9][CH2:10][NH2:11])[CH2:6][CH2:5][CH2:4][CH2:3]1.[O:12]=[C:13]1[NH:21][CH:20]=[N:19][C:18]2[N:17]([CH2:22][CH2:23][C:24](OCC)=[O:25])[CH:16]=[N:15][C:14]1=2>C(#N)C>[O:12]=[C:13]1[NH:21][CH:20]=[N:19][C:18]2[N:17]([CH2:22][CH2:23][C:24]([NH:11][CH2:10][CH2:9][CH2:8][N:7]3[CH2:6][CH2:5][CH2:4][CH2:3][CH:2]3[CH3:1])=[O:25])[CH:16]=[N:15][C:14]1=2. Procedure: 0.565 g (3.62 mmol) of 1-(3-aminopropyl)-2-pipecoline was placed into a 10 ml round bottom flask with a magnetic stirring bar. The flask was heated to 120° C. and 250 mg (1.06 mmol) of 3-(1,6-dihydro-6-oxo-9H-purin-9-yl)propionic acid, ethyl ester (AIT-0027) was added. The mixture was heated for two hours at 120° C. and was allowed to cool. The resultant light orange viscous oil was treated with 8 ml acetonitrile and was stirred for about 25 min. The solution was filtered and the solid was washe... Reactants: [Na+], [Na+], O=S(=O)([O-])[O-], O=CC(O)C(O)C(O)CO, C=CCO, O=S(=O)(O)O. The product is C=CCC(=O)C(O)C(O)C(O)CO. RXN SMILES: [Na+:11].[Na+:12].[O-:13][S:14]([O-:15])(=[O:16])=[O:17].[O:1]=[CH:2][CH:3]([OH:4])[CH:5]([OH:6])[CH:7]([OH:8])[CH2:9][OH:10].[OH:18][CH2:19][CH:20]=[CH2:21].[S:22](=[O:23])(=[O:24])([OH:25])[OH:26]>>[O:1]=[C:2]([CH:3]([OH:4])[CH:5]([OH:6])[CH:7]([OH:8])[CH2:9][OH:10])[CH2:21][CH:20]=[CH2:19]. Reactants: CC1=CC(=C(C(=O)O)C=C1)OC(C)=O (4-Methyl-2-acetoxy-benzoic acid), S(=O)(Cl)Cl (thionyl chloride). Reaction conditions: time 8 hour. Yields the product CC1=CC(=C(C(=O)Cl)C=C1)OC(C)=O (4-methyl-2-acetoxy-benzoyl chloride). As a reaction SMILES: [CH3:1][C:2]1[CH:10]=[CH:9][C:5]([C:6](O)=[O:7])=[C:4]([O:11][C:12](=[O:14])[CH3:13])[CH:3]=1.S(Cl)([Cl:17])=O>>[CH3:1][C:2]1[CH:10]=[CH:9][C:5]([C:6]([Cl:17])=[O:7])=[C:4]([O:11][C:12](=[O:14])[CH3:13])[CH:3]=1. Reported procedure: 4-Methyl-2-acetoxy-benzoic acid (18 g.) was dissolved in thionyl chloride (200 ml.), and the solution was left to stand overnight at room temperature. Removal of excess thionyl chloride by suction gave a paste of crude 4-methyl-2-acetoxy-benzoyl chloride which was dissolved in acetone (200 ml.). The reactants are [Si](C)(C)(C(C)(C)C)OC1=C(C=C(C=C1)Br)F (4-bromo-2-fluorophenol t-butyldimethylsilyl ether), [Mg] (magnesium), C(CCCC)[Si]1(CCC(CC1)=O)C1=CC=CC=C1 (4-n-pentyl-4-phenyl-4-silacyclohexanone), resultant solution, [Cl-].[NH4+] (ammonium chloride). The solvent is O1CCCC1 (tetrahydrofuran). Conditions: temperature 25 celsius, time 5 hour. Yields the product [Si](C)(C)(C(C)(C)C)OC1=CC=CC=C1 (phenol t-butyldimethylsilyl ether), 2-fluoro-4-(4-n-pentyl-4-phenyl)-4-sila-1-cyclohexnyl. Isolated yield 88.0%. Reaction SMILES: [Si:1]([O:8][C:9]1[CH:14]=[CH:13][C:12](Br)=[CH:11][C:10]=1F)([C:4]([CH3:7])([CH3:6])[CH3:5])([CH3:3])[CH3:2].[Mg].C([Si]1(C2C=CC=CC=2)CCC(=O)CC1)CCCC.[Cl-].[NH4+]>O1CCCC1>[Si:1]([O:8][C:9]1[CH:10]=[CH:11][CH:12]=[CH:13][CH:14]=1)([C:4]([CH3:7])([CH3:6])[CH3:5])([CH3:3])[CH3:2] |f:3.4|. Procedure: A Grignard reagent was prepared from 30.5 g of 4-bromo-2-fluorophenol t-butyldimethylsilyl ether and 2.43 g of magnesium in 100 ml of tetrahydrofuran. 20.0 g of 4-n-pentyl-4-phenyl-4-silacyclohexanone was dropped in the resultant solution at 25° C. The reaction mixture was agitated at 25° C. for 5 hours and poured into an ammonium chloride aqueous solution, followed by extraction with ethyl acetate. The ethyl acetate solution was washed with brine, dried and concentrated. 400 ml of benzene and 8... Starting materials: C#CC1=CC=C(C=C1)O (poly(p-hydroxystyrene)), ClCC(=O)OC(C)(C)C (tert-butyl monochloroacetate), C(=O)([O-])[O-].[K+].[K+] (K2CO3). Run in CC(=O)C (acetone). Conditions: time 2 hour. Product: C(=C)C1=CC=C(OCC(=O)OC(C)(C)C)C=C1.OC1=CC=C(C=C)C=C1 (tert-butyl p-vinylphenoxyacetate p-hydroxystyrene). Reaction SMILES: [CH:1]#[C:2][C:3]1[CH:8]=[CH:7][C:6]([OH:9])=[CH:5][CH:4]=1.Cl[CH2:11][C:12]([O:14][C:15]([CH3:18])([CH3:17])[CH3:16])=[O:13].C([O-])([O-])=O.[K+].[K+]>CC(C)=O>[CH:2]([C:3]1[CH:8]=[CH:7][C:6]([O:9][CH2:11][C:12]([O:14][C:15]([CH3:18])([CH3:17])[CH3:16])=[O:13])=[CH:5][CH:4]=1)=[CH2:1].[OH:9][C:6]1[CH:7]=[CH:8][C:3]([CH:2]=[CH2:1])=[CH:4][CH:5]=1 |f:2.3.4,6.7|. Procedure: A suspension of poly(p-hydroxystyrene) (4.0 g) obtained in the same manner as described in Reference Example 1, (2), tert-butyl monochloroacetate (3.0 g) and anhydrous K2CO3 (2.8 g) in acetone (35 ml) was reacted with stirring for 2 hours under reflux. After cooling, the precipitate was filtered off, the filtrate was poured into H2O (1 l) and was precipitated. The precipitate was filtered, washed with H2O and dried under reduced pressure to give 5.2 g of poly(tert-butyl p-vinylphenoxyacetate/p-h...